Task: describe an organic reaction: reactants, conditions, products, and yield. Dataset: the Open Reaction Database (ORD), a public repository of structured organic reaction records Reactants: C1CCOC1, COC(CCn1cc(-c2cccnc2C#N)c(=O)[nH]c1=O)OC, O. Yields the product N#Cc1ncccc1-c1cn(CCC=O)c(=O)[nH]c1=O. As a reaction SMILES: [CH2:25]1[O:26][CH2:27][CH2:28][CH2:29]1.[CH3:1][O:2][CH:3]([CH2:4][CH2:5][n:6]1[c:7](=[O:21])[nH:8][c:9](=[O:20])[c:10](-[c:12]2[c:13]([C:18]#[N:19])[n:14][cH:15][cH:16][cH:17]2)[cH:11]1)[O:22][CH3:23].[OH2:24]>>[O:2]=[CH:3][CH2:4][CH2:5][n:6]1[c:7](=[O:21])[nH:8][c:9](=[O:20])[c:10](-[c:12]2[c:13]([C:18]#[N:19])[n:14][cH:15][cH:16][cH:17]2)[cH:11]1. Starting materials: Cc1cccnc1Nc1nc2cc(C(=O)Nc3ccc4cn[nH]c4c3)c(N3CCN(C(=O)OC(C)(C)C)CC3)cc2[nH]1, Cl, C1COCCO1. Yields the product Cl, Cc1cccnc1Nc1nc2cc(C(=O)Nc3ccc4cn[nH]c4c3)c(N3CCNCC3)cc2[nH]1. Reaction SMILES: [C:1]([O:2][C:3](=[O:4])[N:8]1[CH2:9][CH2:10][N:11]([c:14]2[cH:15][c:16]3[c:17]([n:18][c:19]([NH:21][c:22]4[n:23][cH:24][cH:25][cH:26][c:27]4[CH3:28])[nH:20]3)[cH:29][c:30]2[C:31]([NH:32][c:33]2[cH:34][cH:35][c:36]3[cH:37][n:38][nH:39][c:40]3[cH:41]2)=[O:42])[CH2:12][CH2:13]1)([CH3:5])([CH3:6])[CH3:7].[ClH:43].[O:44]1[CH2:45][CH2:46][O:47][CH2:48][CH2:49]1>>[ClH:43].[NH:8]1[CH2:9][CH2:10][N:11]([c:14]2[cH:15][c:16]3[c:17]([n:18][c:19]([NH:21][c:22]4[n:23][cH:24][cH:25][cH:26][c:27]4[CH3:28])[nH:20]3)[cH:29][c:30]2[C:31]([NH:32][c:33]2[cH:34][cH:35][c:36]3[cH:37][n:38][nH:39][c:40]3[cH:41]2)=[O:42])[CH2:12][CH2:13]1. Starting materials: CC(=O)O, O, O=[N+]([O-])O, Oc1cc(O)nc(-c2ccccc2)n1. Yields the product O=[N+]([O-])c1c(O)nc(-c2ccccc2)nc1O. Reaction SMILES: [CH3:19][C:20](=[O:21])[OH:22].[OH2:23].[OH:15][N+:16]([O-:17])=[O:18].[c:1]1(-[c:7]2[n:8][c:9]([OH:14])[cH:10][c:11]([OH:13])[n:12]2)[cH:2][cH:3][cH:4][cH:5][cH:6]1>>[c:1]1(-[c:7]2[n:8][c:9]([OH:14])[c:10]([N+:16](=[O:15])[O-:17])[c:11]([OH:13])[n:12]2)[cH:2][cH:3][cH:4][cH:5][cH:6]1. Reactants: CC(N)C(=O)OC(C)(C)C, ClCCCl, CN(C)C=O, CCN(C(C)C)C(C)C, Cl, Cl, On1nnc2ccccc21, O=C(O)c1ncc[nH]1. Yields the product CC(NC(=O)c1ncc[nH]1)C(=O)OC(C)(C)C. RXN SMILES: [C:10]([CH3:11])([CH3:12])([CH3:13])[O:14][C:15]([CH:16]([NH2:17])[CH3:18])=[O:19].[CH2:39]([Cl:40])[CH2:41][Cl:42].[CH3:44][N:45]([CH3:46])[CH:47]=[O:48].[CH:20]([N:21]([CH:22]([CH3:23])[CH3:24])[CH2:25][CH3:26])([CH3:27])[CH3:28].[ClH:43].[ClH:9].[OH:29][n:30]1[c:31]2[c:32]([cH:33][cH:34][cH:35][cH:36]2)[n:37][n:38]1.[nH:1]1[c:2]([C:6](=[O:7])[OH:8])[n:3][cH:4][cH:5]1>>[nH:1]1[c:2]([C:6](=[O:8])[NH:17][CH:16]([C:15]([O:14][C:10]([CH3:11])([CH3:12])[CH3:13])=[O:19])[CH3:18])[n:3][cH:4][cH:5]1. Starting materials: OCCC(CN1C=2N=C(NC(C2N=C1)=O)N)CO (9-(4-hydroxy-2-hydroxymethylbutyl)guanine), C(C)(=O)OC(C)=O (acetic anhydride), N1=CC=CC=C1 (pyridine), CN(C=O)C (N,N-dimethylformamide). Conditions: time 13 day. The product is C(C)(=O)OCCC(CN1C=2N=C(NC(C2N=C1)=O)N)COC(C)=O (9-(4-acetoxy-2-acetoxymethylbutyl)guanine). Yield: 69.0%. RXN SMILES: [OH:1][CH2:2][CH2:3][CH:4]([CH2:17][OH:18])[CH2:5][N:6]1[CH:14]=[N:13][C:12]2[C:11](=[O:15])[NH:10][C:9]([NH2:16])=[N:8][C:7]1=2.[C:19](OC(=O)C)(=[O:21])[CH3:20].N1[CH:31]=[CH:30]C=CC=1.CN(C)C=[O:35]>>[C:19]([O:1][CH2:2][CH2:3][CH:4]([CH2:17][O:18][C:30](=[O:35])[CH3:31])[CH2:5][N:6]1[CH:14]=[N:13][C:12]2[C:11](=[O:15])[NH:10][C:9]([NH2:16])=[N:8][C:7]1=2)(=[O:21])[CH3:20]. Procedure: A mixture of 9-(4-hydroxy-2-hydroxymethylbutyl)guanine (0.50 g, 2.0 mmol), acetic anhydride (1.02 g, 10.0 mmol), pyridine (1.11 g, 14.0 mmol), and dry N,N-dimethylformamide (25 ml) was stirred at room temperature for 13 days and then evaporated to dryness in vacuum. The crystalline residue was heated with 10 ml of water and lyophilized and recrystallized from water to give 0.468 g (69%) of 9-(4-acetoxy-2-acetoxymethylbutyl)guanine.